From a dataset of the Open Reaction Database (ORD), a public repository of structured organic reaction records. describe an organic reaction: reactants, conditions, products, and yield Starting materials: CC(C)(C)[Si](O[C@H](C(=O)O[Si](C)(C)C(C)(C)C)C)(C)C ((1,1-Dimethylethyl)dimethylsilyl (2S)-2-((1,1-dimethylethyl)dimethylsilyloxy)propanoate), solution, C(C(=O)Cl)(=O)Cl (oxalyl chloride). The reagents and catalysts are CN(C=O)C (N,N-dimethylformamide). The solvent is C(Cl)Cl (methylene chloride), C(Cl)Cl (methylene chloride). Run at time 18 hour. Product: CC(C)(C)[Si](O[C@H](C(=O)Cl)C)(C)C ((2S)-2-((1,1-Dimethylethyl)dimethylsilyloxy)propanoyl chloride). Yield: 88.0%. As a reaction SMILES: [CH3:1][C:2]([Si:5]([CH3:20])([CH3:19])[O:6][C@@H:7]([CH3:18])[C:8](O[Si](C(C)(C)C)(C)C)=[O:9])([CH3:4])[CH3:3].C(Cl)(=O)C([Cl:24])=O>CN(C)C=O.C(Cl)Cl>[CH3:1][C:2]([Si:5]([CH3:20])([CH3:19])[O:6][C@@H:7]([CH3:18])[C:8]([Cl:24])=[O:9])([CH3:4])[CH3:3]. Reported procedure: To a solution of 41.0 g (0.13 mol) of 2-(1,1-dimethylethyl)dimethylsilyl (2S)-2-((1,1-dimethylethyl)dimethylsilyloxy)propanoate (7) and five drops of N,N-dimethylformamide in methylene chloride at 0° C. was added 70.8 mL (0.14 mol) of a 2.0M solution of oxalyl chloride in methylene chloride over a 30 minute period. The cooling bath was removed and the reaction mixture was allowed to stir at room temperature for 18 hours. The solvent and excess oxalyl chloride were removed by rotary evaporation r... Starting materials: ClC(Cl)(Cl)Cl, Cc1ccccc1C(=O)Cl, [Cl-], COC(=O)c1ccco1. The product is COC(=O)c1ccc(C(=O)c2ccccc2C)o1. As a reaction SMILES: [C:21]([Cl:22])([Cl:23])([Cl:24])[Cl:25].[CH3:1][c:2]1[c:3]([C:4](=[O:5])[Cl:6])[cH:7][cH:8][cH:9][cH:10]1.[Cl-:20].[o:11]1[c:12]([C:16](=[O:17])[O:18][CH3:19])[cH:13][cH:14][cH:15]1>>[CH3:1][c:2]1[c:3]([C:4](=[O:5])[c:15]2[o:11][c:12]([C:16](=[O:17])[O:18][CH3:19])[cH:13][cH:14]2)[cH:7][cH:8][cH:9][cH:10]1. The reactants are [Al+3], CCOC(=O)N1CC2CCN(Cc3ccccc3)C2C1C, [H-], [H-], [H-], [H-], [K+], [Li+], C1CCOC1, [OH-], O. The product is CC1C2C(CCN2Cc2ccccc2)CN1C. As a reaction SMILES: [Al+3:23].[CH2:1]([c:2]1[cH:3][cH:4][cH:5][cH:6][cH:7]1)[N:8]1[CH:9]2[CH:10]([CH3:21])[N:11]([C:16]([O:17][CH2:18][CH3:19])=[O:20])[CH2:12][CH:13]2[CH2:14][CH2:15]1.[H-:22].[H-:25].[H-:26].[H-:27].[K+:30].[Li+:24].[O:31]1[CH2:32][CH2:33][CH2:34][CH2:35]1.[OH-:29].[OH2:28]>>[CH2:1]([c:2]1[cH:3][cH:4][cH:5][cH:6][cH:7]1)[N:8]1[CH:9]2[CH:10]([CH3:21])[N:11]([CH3:16])[CH2:12][CH:13]2[CH2:14][CH2:15]1.